From a dataset of the Open Reaction Database (ORD), a public repository of structured organic reaction records. describe an organic reaction: reactants, conditions, products, and yield The reactants are FC(F)(F)C1(c2cc(Cl)c(Cl)c(Cl)c2)CC(c2ccc(CBr)c(Cl)c2)=NO1, O=C1NC(=O)c2ccccc21, CN(C)C=O, CCOC(C)=O, [K]. The product is O=C1c2ccccc2C(=O)N1Cc1ccc(C2=NOC(c3cc(Cl)c(Cl)c(Cl)c3)(C(F)(F)F)C2)cc1Cl. Reaction SMILES: [Br:1][CH2:2][c:3]1[c:4]([Cl:27])[cH:5][c:6]([C:9]2=[N:10][O:11][C:12]([C:14]([F:15])([F:16])[F:17])([c:18]3[cH:19][c:20]([Cl:26])[c:21]([Cl:25])[c:22]([Cl:24])[cH:23]3)[CH2:13]2)[cH:7][cH:8]1.[C:28]1(=[O:38])[c:29]2[c:30]([cH:34][cH:35][cH:36][cH:37]2)[C:31](=[O:33])[NH:32]1.[CH3:40][N:41]([CH3:42])[CH:43]=[O:44].[CH3:45][CH2:46][O:47][C:48](=[O:49])[CH3:50].[K:39]>>[CH2:2]([c:3]1[c:4]([Cl:27])[cH:5][c:6]([C:9]2=[N:10][O:11][C:12]([C:14]([F:15])([F:16])[F:17])([c:18]3[cH:19][c:20]([Cl:26])[c:21]([Cl:25])[c:22]([Cl:24])[cH:23]3)[CH2:13]2)[cH:7][cH:8]1)[N:32]1[C:28](=[O:38])[c:29]2[c:30]([cH:34][cH:35][cH:36][cH:37]2)[C:31]1=[O:33]. Starting materials: C(C)C(CN)CCCC (2-ethylhexylamine), C1(CCCO1)=O (butyrolactone). Run at temperature 100 celsius, time 1 hour. The product is C(C)C(CNC(CCCO)=O)CCCC (N-(2-ETHYLHEXYL)-4-HYDROXYBUTYRAMIDE). Reaction SMILES: [CH2:1]([CH:3]([CH2:6][CH2:7][CH2:8][CH3:9])[CH2:4][NH2:5])[CH3:2].[C:10]1(=[O:15])[O:14][CH2:13][CH2:12][CH2:11]1>>[CH2:1]([CH:3]([CH2:6][CH2:7][CH2:8][CH3:9])[CH2:4][NH:5][C:13](=[O:14])[CH2:12][CH2:11][CH2:10][OH:15])[CH3:2]. Procedure details: In a glass reaction vessel 12.9 grams of 2-ethylhexylamine were admixed with 8.6 grams of butyrolactone and the mixture heated to 100° C. on a steam bath until reaction was completed in a period of one hour. A conversion of greater than 95%, based on butyrolactone, was achieved. The product upon cooling to room temperature was a colorless, clear, moderately viscous liquid. IR=6.09 mu. Starting materials: [Br-], [Br-], [Br-], C[N+](C)(C)Cc1ccccc1, C[N+](C)(C)Cc1ccccc1, C[N+](C)(C)Cc1ccccc1, COc1ccc(-c2c(C)noc2-c2ccc(O)cc2O)cc1, CCOC(C)=O, ClCCl. Yields the product COc1ccc(-c2c(C)noc2-c2cc(Br)c(O)cc2O)cc1. Reaction SMILES: [Br-:1].[Br-:2].[Br-:3].[CH2:15]([N+:16]([CH3:17])([CH3:18])[CH3:19])[c:20]1[cH:21][cH:22][cH:23][cH:24][cH:25]1.[CH2:26]([N+:27]([CH3:28])([CH3:29])[CH3:30])[c:31]1[cH:32][cH:33][cH:34][cH:35][cH:36]1.[CH2:4]([N+:5]([CH3:6])([CH3:7])[CH3:8])[c:9]1[cH:10][cH:11][cH:12][cH:13][cH:14]1.[CH3:37][O:38][c:39]1[cH:40][cH:41][c:42](-[c:45]2[c:46]([CH3:58])[n:47][o:48][c:49]2-[c:50]2[c:51]([OH:57])[cH:52][c:53]([OH:56])[cH:54][cH:55]2)[cH:43][cH:44]1.[CH3:59][CH2:60][O:61][C:62](=[O:63])[CH3:64].[Cl:65][CH2:66][Cl:67]>>[Br:1][c:54]1[c:53]([OH:56])[cH:52][c:51]([OH:57])[c:50](-[c:49]2[c:45](-[c:42]3[cH:41][cH:40][c:39]([O:38][CH3:37])[cH:44][cH:43]3)[c:46]([CH3:58])[n:47][o:48]2)[cH:55]1. Starting materials: 1L, C(C1=CC=CC=C1)OC(N[C@H](CO)CC(=O)N(CC1=C(C(=CC=C1)Cl)Cl)C1CC1)=O ((S)-Benzyl-4-(cyclopropyl(2,3-dichlorobenzyl)amino)-1-hydroxy-4-oxobutan-2-ylcarbamate), C[Si](C)(C)I (Trimethylsilyliodide). Solvent: C(C)#N (acetonitrile). Run at time 15 minute. Product: N[C@@H](CC(=O)N(CC1=C(C(=CC=C1)Cl)Cl)C1CC1)CO ((S)-3-Amino-N-cyclopropyl-N-(2,3-dichlorobenzyl)-4-hydroxybutanamide). The yield is 82.3%. Reaction SMILES: C(OC(=O)[NH:10][C@@H:11]([CH2:14][C:15]([N:17]([CH:27]1[CH2:29][CH2:28]1)[CH2:18][C:19]1[CH:24]=[CH:23][CH:22]=[C:21]([Cl:25])[C:20]=1[Cl:26])=[O:16])[CH2:12][OH:13])C1C=CC=CC=1.C[Si](I)(C)C>C(#N)C>[NH2:10][C@H:11]([CH2:12][OH:13])[CH2:14][C:15]([N:17]([CH:27]1[CH2:29][CH2:28]1)[CH2:18][C:19]1[CH:24]=[CH:23][CH:22]=[C:21]([Cl:25])[C:20]=1[Cl:26])=[O:16]. Procedure details: Into a 1L round bottom flask fitted with a nitrogen inlet was added 4A (18.3 g, 40.6 mmol) and acetonitrile (450 mL). Trimethylsilyliodide (TMSI) (17.4 mL, 121.7 mmol, 3 eq) was added quickly at room temperature. After stirring for 15 minutes, the reaction was quenched with 50 mL of methanol. The solvent was removed under vacuum. The residue was partitioned between ethyl acetate (100 mL) and saturated sodium bicarbonate (50 mL). The organic layer was separated and the aqueous layer was extracted... The reactants are COC=1C(C=2CC(CC2C(C1OC)=O)CCCCOC1=CC=C(C(=O)O)C=C1)=O (4-[4-(5,6-dimethoxy-4,7-dioxoindan-2-yl)butoxy]benzoic acid), CN1CCNCC1 (1-methylpiperazine), Cl.C(C)N=C=NCCCN(C)C (1-ethyl-3-(3-dimethylaminopropyl)carbodiimide hydrochloride), O.ON1N=NC2=C1C=CC=C2 (1-hydroxybenzotriazole monohydrate). The solvent is C(C)N(CC)CC (triethylamine), O (water). Run at time 10 hour. Yields the product COC=1C(C=2CC(CC2C(C1OC)=O)CCCCOC1=CC=C(C=C1)C(=O)N1CCN(CC1)C)=O (5,6-Dimethoxy-2-[4-[4-[(4-methylpiperizin-1-yl)carbonyl]phenoxy]butyl]indan-4,7-dione). The yield is 49.3%. As a reaction SMILES: [CH3:1][O:2][C:3]1[C:4](=[O:29])[C:5]2[CH2:6][CH:7]([CH2:15][CH2:16][CH2:17][CH2:18][O:19][C:20]3[CH:28]=[CH:27][C:23]([C:24]([OH:26])=O)=[CH:22][CH:21]=3)[CH2:8][C:9]=2[C:10](=[O:14])[C:11]=1[O:12][CH3:13].[CH3:30][N:31]1[CH2:36][CH2:35][NH:34][CH2:33][CH2:32]1.Cl.C(N=C=NCCCN(C)C)C.O.ON1C2C=CC=CC=2N=N1>O.C(N(CC)CC)C>[CH3:13][O:12][C:11]1[C:10](=[O:14])[C:9]2[CH2:8][CH:7]([CH2:15][CH2:16][CH2:17][CH2:18][O:19][C:20]3[CH:21]=[CH:22][C:23]([C:24]([N:34]4[CH2:35][CH2:36][N:31]([CH3:30])[CH2:32][CH2:33]4)=[O:26])=[CH:27][CH:28]=3)[CH2:6][C:5]=2[C:4](=[O:29])[C:3]=1[O:2][CH3:1] |f:2.3,4.5|. Procedure details: A mixture of 4-[4-(5,6-dimethoxy-4,7-dioxoindan-2-yl)butoxy]benzoic acid (500 mg), 1-methylpiperazine (250 mg), 1-ethyl-3-(3-dimethylaminopropyl)carbodiimide hydrochloride (479 mg), 1-hydroxybenzotriazole monohydrate (383 mg), triethylamine (0.697 ml), andTHF (20 ml) was stirred at room temperature for 10 hr. The reaction mixture was diluted with water and extracted with ethyl acetate. The organic layer was washed with water and saturated aqueous sodium chloride and dried. The solvent was remove... The reactants are CC(=C)C(=O)Cl (Methacryl chloride), [Al+3].[Cl-].[Cl-].[Cl-] (AlCl3), ice water-HCl, C1CCCC2=CC=CC=C12 (tetrahydronaphthalene). The solvent is C(Cl)Cl (CH2Cl2). Conditions: time 5 day. The product is CC1CC=2C(=CC=3CCCCC3C2)C1=O (2-methyl-2,3,5,6,7,8-hexahydro-1H-cyclopenta[b]naphthalen-1-one). As a reaction SMILES: [CH3:1][C:2]([C:4](Cl)=[O:5])=[CH2:3].[Al+3].[Cl-].[Cl-].[Cl-].[CH2:11]1[C:20]2[C:15](=[CH:16][CH:17]=[CH:18][CH:19]=2)[CH2:14][CH2:13][CH2:12]1>C(Cl)Cl>[CH3:1][CH:2]1[C:4](=[O:5])[C:13]2=[CH:14][C:15]3[CH2:16][CH2:17][CH2:18][CH2:19][C:20]=3[CH:11]=[C:12]2[CH2:3]1 |f:1.2.3.4|. Procedure details: Methacryl chloride (37.5 ml, 375 mmol) was added at −70° C. to well-stirred suspension of AlCl3 (100 g, 750 mmol) in CH2Cl2 (600 ml). After 20 min tetrahydronaphthalene (49.5 g, 375 mmol) was added. Reaction mixture was allowed to warm to room temperature, stirred for 16 h and poured into ice water-HCl (1 l/150 ml). Organic layer was separated, water layer was extracted by CH2Cl2 (2100 ml). Combined organic phases were washed by water, aq. NaHCO3, dried over MgSO4 and evaporated. Vacuum distilla...